Dataset: the Open Reaction Database (ORD), a public repository of structured organic reaction records. Task: describe an organic reaction: reactants, conditions, products, and yield Starting materials: ClC=1C=C(C=CC1)[C@H]1C[C@@](C(N([C@@H]1C1=CC=C(C=C1)Cl)[C@H](CN1S(CCC1)(=O)=O)CC)=O)(C)CC1=NC(=CC=C1)OC ((3S,5R,6S)-5-(3-Chlorophenyl)-6-(4-chlorophenyl)-1-((S)-1-(1,1-dioxidoisothiazolidin-2-yl)butan-2-yl)-3-((6-methoxypyridin-2-yl)methyl)-3-methylpiperidin-2-one), OC1=CC=CC(=N1)CC1(C(NCCC1)=O)C (3-((6-hydroxypyridin-2-yl)methyl)-3-methylpiperidin-2-one). Product: ClC=1C=C(C=CC1)[C@H]1C[C@@](C(N([C@@H]1C1=CC=C(C=C1)Cl)[C@H](CN1S(CCC1)(=O)=O)CC)=O)(C)CC1=NC(=CC=C1)O ((3S,5R,6S)-5-(3-Chlorophenyl)-6-(4-chlorophenyl)-1-((S)-1-(1,1-dioxidoisothiazolidin-2-yl)butan-2-yl)-3-((6-hydroxypyridin-2-yl)methyl)-3-methylpiperidin-2-one). Reaction SMILES: [Cl:1][C:2]1[CH:3]=[C:4]([C@@H:8]2[C@@H:13]([C:14]3[CH:19]=[CH:18][C:17]([Cl:20])=[CH:16][CH:15]=3)[N:12]([C@@H:21]([CH2:30][CH3:31])[CH2:22][N:23]3[CH2:27][CH2:26][CH2:25][S:24]3(=[O:29])=[O:28])[C:11](=[O:32])[C@@:10]([CH2:34][C:35]3[CH:40]=[CH:39][CH:38]=[C:37]([O:41]C)[N:36]=3)([CH3:33])[CH2:9]2)[CH:5]=[CH:6][CH:7]=1.OC1N=C(CC2(C)CCCNC2=O)C=CC=1>>[Cl:1][C:2]1[CH:3]=[C:4]([C@@H:8]2[C@@H:13]([C:14]3[CH:15]=[CH:16][C:17]([Cl:20])=[CH:18][CH:19]=3)[N:12]([C@@H:21]([CH2:30][CH3:31])[CH2:22][N:23]3[CH2:27][CH2:26][CH2:25][S:24]3(=[O:29])=[O:28])[C:11](=[O:32])[C@@:10]([CH2:34][C:35]3[CH:40]=[CH:39][CH:38]=[C:37]([OH:41])[N:36]=3)([CH3:33])[CH2:9]2)[CH:5]=[CH:6][CH:7]=1. Reported procedure: Following the procedure of Example 422 using the product of Example 424, (3S,5R,6S)-5-(3-chlorophenyl)-6-(4-chlorophenyl)-1-4S)-1-(1,1-dioxidoisothiazolidin-2-yl)butan-2-yl)-3-((6-hydroxypyridin-2-yl)methyl)-3-methylpiperidin-2-one was obtained. Starting materials: ClCCCC(S(=O)(=O)C1=CC=CC=C1)C1=CC=CC=C1 (1-chloro-4-phenyl-4-phenylsulfonylbutane), N1=CC=C(C=C1)CN1CCNCC1 (4-(4-pyridylmethyl)piperazine), C([O-])([O-])=O.[Na+].[Na+] (sodium carbonate), C1(=CC=CC=C1)C (toluene), O (water). Conditions: time 72 hour. The product is C(\C=C/C(=O)O)(=O)O.C(\C=C/C(=O)O)(=O)O.C(\C=C/C(=O)O)(=O)O.C1(=CC=CC=C1)C(CCCN1CCN(CC1)CC1=CC=NC=C1)S(=O)(=O)C1=CC=CC=C1 (1-(4-phenyl-4-phenylsulfonylbutyl)-4-(4-pyridylmethyl)piperazine trimaleate). As a reaction SMILES: Cl[CH2:2][CH2:3][CH2:4][CH:5]([C:15]1[CH:20]=[CH:19][CH:18]=[CH:17][CH:16]=1)[S:6]([C:9]1[CH:14]=[CH:13][CH:12]=[CH:11][CH:10]=1)(=[O:8])=[O:7].[N:21]1[CH:26]=[CH:25][C:24]([CH2:27][N:28]2[CH2:33][CH2:32][NH:31][CH2:30][CH2:29]2)=[CH:23][CH:22]=1.[C:34](=[O:37])([O-])[O-:35].[Na+].[Na+].[C:40]1([CH3:46])C=CC=C[CH:41]=1.[OH2:47]>>[C:34]([OH:35])(=[O:37])/[CH:24]=[CH:23]\[C:22]([OH:7])=[O:47].[C:34]([OH:35])(=[O:37])/[CH:41]=[CH:40]\[C:46]([OH:7])=[O:47].[C:34]([OH:35])(=[O:37])/[CH:24]=[CH:23]\[C:22]([OH:7])=[O:47].[C:15]1([CH:5]([S:6]([C:9]2[CH:14]=[CH:13][CH:12]=[CH:11][CH:10]=2)(=[O:8])=[O:7])[CH2:4][CH2:3][CH2:2][N:31]2[CH2:32][CH2:33][N:28]([CH2:27][C:24]3[CH:23]=[CH:22][N:21]=[CH:26][CH:25]=3)[CH2:29][CH2:30]2)[CH:20]=[CH:19][CH:18]=[CH:17][CH:16]=1 |f:2.3.4,7.8.9.10|. Procedure: A mixture of 6.16 g of 1-chloro-4-phenyl-4-phenylsulfonylbutane, 4.25 g of 4-(4-pyridylmethyl)piperazine, 4.24 g of sodium carbonate and 80 ml of toluene was refluxed with stirring for 72 hours. After cooling, water was added to the reaction mixture and the toluene layer was separated. The eoluene layer was extracted with a 10% aqueous hydrochloric acid solution and neutralized with potassium carbonate and then extracted with ethyl acetate. After drying over potassium carbonate, to the extract w... The reactants are O=c1[nH]oc2cccc(Br)c12, N#C[Cu], N#C[Na], CN(C)C=O, O. Product: N#Cc1cccc2o[nH]c(=O)c12. Reaction SMILES: [Br:1][c:2]1[cH:3][cH:4][cH:5][c:6]2[c:7]1[c:8](=[O:11])[nH:9][o:10]2.[Cu:12][C:13]#[N:14].[Na:16][C:17]#[N:18].[O:19]=[CH:20][N:21]([CH3:22])[CH3:23].[OH2:15]>>[c:2]1([C:13]#[N:14])[cH:3][cH:4][cH:5][c:6]2[c:7]1[c:8](=[O:11])[nH:9][o:10]2. Starting materials: CC=1N(C(=CC1)C)C1=CC(=C(C=C1C)NC(C)=O)C (N-[4-(2,5-Dimethyl-1-pyrrolyl)-2,5-xylyl]acetamide), [OH-].[Na+] (sodium hydroxide). Solvent: C(C)O (ethanol). Yields the product CC1=C(N)C=C(C(=C1)N1C(=CC=C1C)C)C (2,5-Dimethyl-4-(2,5-dimethyl-1-pyrrolyl)aniline). RXN SMILES: [CH3:1][C:2]1[N:3]([C:8]2[C:13]([CH3:14])=[CH:12][C:11]([NH:15]C(=O)C)=[C:10]([CH3:19])[CH:9]=2)[C:4]([CH3:7])=[CH:5][CH:6]=1.[OH-].[Na+]>C(O)C>[CH3:19][C:10]1[CH:9]=[C:8]([N:3]2[C:4]([CH3:7])=[CH:5][CH:6]=[C:2]2[CH3:1])[C:13]([CH3:14])=[CH:12][C:11]=1[NH2:15] |f:1.2|. Procedure details: A mixture of the product from stage b) (0.6 g), aqueous sodium hydroxide solution (10 ml, 10%) and ethanol (30 ml) was heated under reflux for 24 hours. On cooling, the mixture was extracted with diethyl ether (x2). The combined diethyl ether extracts were water washed, dried (MgSO4) and concentrated to give a crude product. Filtration through silica gave the title product. Reactants: CC(C)(C)[Si](C)(C)OCC1CN2CCOCC2CN1, Cc1ccccc1, CCOC(C)=O, CN(C(=O)C(C)(C)c1cc(C(F)(F)F)cc(C(F)(F)F)c1)c1cnc(Cl)cc1-c1ccccc1C=O, [Na+], [OH-]. Yields the product CN(C(=O)C(C)(C)c1cc(C(F)(F)F)cc(C(F)(F)F)c1)c1cnc(N2CC3COCCN3CC2CO[Si](C)(C)C(C)(C)C)cc1-c1ccccc1C=O. Reaction SMILES: [CH3:37][C:38]([CH3:39])([CH3:40])[Si:41]([O:42][CH2:43][CH:44]1[NH:45][CH2:46][CH:47]2[CH2:48][O:49][CH2:50][CH2:51][N:52]2[CH2:53]1)([CH3:54])[CH3:55].[CH3:58][c:59]1[cH:60][cH:61][cH:62][cH:63][cH:64]1.[CH3:65][CH2:66][O:67][C:68]([CH3:69])=[O:70].[F:1][C:2]([c:3]1[cH:4][c:5]([C:13]([C:14](=[O:15])[N:16]([CH3:17])[c:18]2[cH:19][n:20][c:21]([Cl:32])[cH:22][c:23]2-[c:24]2[c:25]([CH:30]=[O:31])[cH:26][cH:27][cH:28][cH:29]2)([CH3:33])[CH3:34])[cH:6][c:7]([C:9]([F:10])([F:11])[F:12])[cH:8]1)([F:35])[F:36].[Na+:57].[OH-:56]>>[F:1][C:2]([c:3]1[cH:4][c:5]([C:13]([C:14](=[O:15])[N:16]([CH3:17])[c:18]2[cH:19][n:20][c:21]([N:45]3[CH:44]([CH2:43][O:42][Si:41]([C:38]([CH3:37])([CH3:39])[CH3:40])([CH3:54])[CH3:55])[CH2:53][N:52]4[CH:47]([CH2:46]3)[CH2:48][O:49][CH2:50][CH2:51]4)[cH:22][c:23]2-[c:24]2[c:25]([CH:30]=[O:31])[cH:26][cH:27][cH:28][cH:29]2)([CH3:33])[CH3:34])[cH:6][c:7]([C:9]([F:10])([F:11])[F:12])[cH:8]1)([F:35])[F:36]. The reactants are CN1C=NC(=C1)C1=CC=CC=C1 (1-methyl-4-phenylimidazole), CI (methyl iodide), C1(=CC=CC=C1)C (toluene), CI (methyl iodide). Yields the product [I-].C[N+]1=CN(C(=C1C1=CC=CC=C1)C1=CC=CC=C1)C (1,3-dimethyl-4,5-diphenylimidazolium iodide). Isolated yield 98.0%. RXN SMILES: [CH3:1][N:2]1[CH:6]=[C:5]([C:7]2[CH:12]=[CH:11][CH:10]=[CH:9][CH:8]=2)[N:4]=[CH:3]1.[CH3:13][I:14].[C:15]1(C)[CH:20]=[CH:19][CH:18]=[CH:17][CH:16]=1>>[I-:14].[CH3:1][N+:2]1[C:6]([C:15]2[CH:20]=[CH:19][CH:18]=[CH:17][CH:16]=2)=[C:5]([C:7]2[CH:8]=[CH:9][CH:10]=[CH:11][CH:12]=2)[N:4]([CH3:13])[CH:3]=1 |f:3.4|. Procedure details: In a 25 ml one-necked flask, there is dissolved 0.240 g (1.024 mmol) of 1-methyl-4-phenylimidazole, which was obtained according to W. Collibee et al., Tetrahedron Letters (1985), 62(6), 1595-96, in 7 ml of toluene and then 100 μl of methyl iodide are added. After 15 days of heating under reflux while adding 100 μl of methyl iodide every day, the reaction medium is concentrated under reduced pressure. The residue is taken up in 50 ml of diisopropyl ether. The precipitate formed is drained, washe... Reactants: Cl (hydrogen chloride), [Sn](Cl)Cl (tin(II) chloride), saturated aqueous solution, [Cl-].[Na+] (sodium chloride), Cl (hydrochloric acid), FC(N1C(=NN(C1=O)C1=C(C=C(C=C1)S(=O)(=O)Cl)F)C)F (4-(4-difluoromethyl-4,5-dihydro-3-methyl-1,2,4-triazol-5(1H)-on-1-yl)-3-fluorophenylsulfonyl chloride). Run in C(C)(=O)O (acetic acid). Run at temperature 85 celsius. The product is FC(N1C(=NN(C1=O)C1=C(C=C(C=C1)S)F)C)F (4-(4-difluoromethyl-4,5-dihydro-3-methyl-1,2,4-triazol-5(1H)-on-1-yl)-3-fluorothiophenol). The yield is 60.7%. As a reaction SMILES: Cl.[Sn](Cl)Cl.[F:5][CH:6]([F:25])[N:7]1[C:11](=[O:12])[N:10]([C:13]2[CH:18]=[CH:17][C:16]([S:19](Cl)(=O)=O)=[CH:15][C:14]=2[F:23])[N:9]=[C:8]1[CH3:24].[Cl-].[Na+]>C(O)(=O)C>[F:25][CH:6]([F:5])[N:7]1[C:11](=[O:12])[N:10]([C:13]2[CH:18]=[CH:17][C:16]([SH:19])=[CH:15][C:14]=2[F:23])[N:9]=[C:8]1[CH3:24] |f:3.4|. Procedure details: Gaseous hydrogen chloride was bubbled into a mixture of 3.29 g (0.0146 mole) of tin(II) chloride in 40 mL of acetic acid for about five minutes, causing it to become a clear solution. This solution was then heated to 85° C., and a hot solution of 1.66 g (0.00485 mole) of 4-(4-difluoromethyl-4,5-dihydro-3-methyl-1,2,4-triazol-5(1H)-on-1-yl)-3-fluorophenylsulfonyl chloride was added to the first solution. This reaction mixture was heated at 85° C. for 45 minutes. After cooling to room temperature,...